Dataset: the Open Reaction Database (ORD), a public repository of structured organic reaction records. Task: describe an organic reaction: reactants, conditions, products, and yield Starting materials: C(C(=O)Cl)(=O)Cl (Oxalyl chloride), C(C)OC1=C(C(=O)O)C=C(C=N1)I (2-ethoxy-5-iodonicotinic acid), CN(C=O)C (N,N-dimethylformamide). Solvent: C(Cl)Cl (DCM). Yields the product C(C)OC1=C(C(=O)N)C=C(C=N1)I (2-Ethoxy-5-iodonicotinamide). The yield is 95.0%. Reaction SMILES: C(Cl)(=O)C(Cl)=O.[CH2:7]([O:9][C:10]1[N:18]=[CH:17][C:16]([I:19])=[CH:15][C:11]=1[C:12](O)=[O:13])[CH3:8].C[N:21](C)C=O>C(Cl)Cl>[CH2:7]([O:9][C:10]1[N:18]=[CH:17][C:16]([I:19])=[CH:15][C:11]=1[C:12]([NH2:21])=[O:13])[CH3:8]. Procedure: Oxalyl chloride (6.60 ml, 75.1 mmol) was added to a solution of 2-ethoxy-5-iodonicotinic acid (prepared according to the procedure in WO0127112, 20.0 g, 68.3 mmol) in DCM (400 ml) and N,N-dimethylformamide (0.1 ml) at 0° C. The solution was warmed to room temperature over 18 h and then concentrated in vacuo. The resultant orange oil was dissolved in THF (200 ml) and cooled to 0° C. NH3 (410 ml of a 0.5 M soln. in dioxane, 205 mmol) was added and the mixture was warmed to room temperature over 4 ... The reactants are O1CCOC12CC=C(CC2)C2=CNC1=CC=C(C=C21)F (3-(1,4-Dioxa-spiro[4,5]dec-7-en-8-yl)-5-fluoro-1H-indole), COC1=C(C=CC=C1)N1CCN(CC1)C1CCC(CC1)=O (4-[4-(2-methoxy-phenyl)-piperazin-1-yl]-cyclohexanone). The product is FC=1C=C2C(=CNC2=CC1)C1=CCC(CC1)N1CCN(CC1)C1=C(C=CC=C1)OC (5-Fluoro-3-{4-[4-(2-methoxy-phenyl)-piperazin-1-yl]cyclohex-1-enyl}-1H-indole). RXN SMILES: O1[C:5]2([CH2:10][CH2:9][C:8]([C:11]3[C:19]4[C:14](=[CH:15][CH:16]=[C:17]([F:20])[CH:18]=4)[NH:13][CH:12]=3)=[CH:7][CH2:6]2)OCC1.[CH3:21][O:22][C:23]1[CH:28]=[CH:27][CH:26]=[CH:25][C:24]=1[N:29]1[CH2:34][CH2:33][N:32](C2CCC(=O)CC2)[CH2:31][CH2:30]1>>[F:20][C:17]1[CH:18]=[C:19]2[C:14](=[CH:15][CH:16]=1)[NH:13][CH:12]=[C:11]2[C:8]1[CH2:9][CH2:10][CH:5]([N:32]2[CH2:31][CH2:30][N:29]([C:24]3[CH:25]=[CH:26][CH:27]=[CH:28][C:23]=3[O:22][CH3:21])[CH2:34][CH2:33]2)[CH2:6][CH:7]=1. Reported procedure: This compound was prepared in the manner described above for intermediate 1c by replacing 1,4-cyclohexanedione monoethylene ketal with 4-[4-(2-methoxy-phenyl)-piperazin-1-yl]-cyclohexanone (1.44 g, 5 mmol). The crude mixture was used in next step without further purification. The reactants are O=C1N(c2ccccc2Cl)Cc2cnc(S(=O)(=O)Cc3ccccc3)nc2N1CC(F)(F)F, CN1CCCC1=O, NC1CCC(O)CC1. Product: O=C1N(c2ccccc2Cl)Cc2cnc(NC3CCC(O)CC3)nc2N1CC(F)(F)F. Reaction SMILES: [CH2:1]([S:2](=[O:3])(=[O:4])[c:11]1[n:12][cH:13][c:14]2[c:15]([n:16]1)[N:17]([CH2:29][C:30]([F:31])([F:32])[F:33])[C:18](=[O:28])[N:19]([c:21]1[c:22]([Cl:27])[cH:23][cH:24][cH:25][cH:26]1)[CH2:20]2)[c:5]1[cH:6][cH:7][cH:8][cH:9][cH:10]1.[CH3:42][N:43]1[CH2:44][CH2:45][CH2:46][C:47]1=[O:48].[NH2:34][CH:35]1[CH2:36][CH2:37][CH:38]([OH:41])[CH2:39][CH2:40]1>>[c:11]1([NH:34][CH:35]2[CH2:36][CH2:37][CH:38]([OH:41])[CH2:39][CH2:40]2)[n:12][cH:13][c:14]2[c:15]([n:16]1)[N:17]([CH2:29][C:30]([F:31])([F:32])[F:33])[C:18](=[O:28])[N:19]([c:21]1[c:22]([Cl:27])[cH:23][cH:24][cH:25][cH:26]1)[CH2:20]2. Reactants: BrC(Br)(Br)Br, COc1ccc(C=CCO)cc1OC, c1ccc(P(c2ccccc2)c2ccccc2)cc1, c1ccccc1. Yields the product COc1ccc(C=CCBr)cc1OC. As a reaction SMILES: [C:34]([Br:35])([Br:36])([Br:37])[Br:38].[CH3:20][O:21][c:22]1[cH:23][c:24]([CH:30]=[CH:31][CH2:32][OH:33])[cH:25][cH:26][c:27]1[O:28][CH3:29].[c:1]1([P:2]([c:3]2[cH:4][cH:5][cH:6][cH:7][cH:8]2)[c:9]2[cH:10][cH:11][cH:12][cH:13][cH:14]2)[cH:15][cH:16][cH:17][cH:18][cH:19]1.[cH:39]1[cH:40][cH:41][cH:42][cH:43][cH:44]1>>[CH3:20][O:21][c:22]1[cH:23][c:24]([CH:30]=[CH:31][CH2:32][Br:35])[cH:25][cH:26][c:27]1[O:28][CH3:29]. Starting materials: OCCN1C(=NCC1)CCCCCCCCCCC (1-(2-hydroxyethyl)-2-undecyl-2-imidazoline), C(C=C)(=O)OCC (ethyl acrylate). Product: OCCN1C(=NCC1)C(CCCCCCCCCC)C(C)C(=O)OCC (1-(2-hydroxyethyl)-2-(α-ethoxycarbonylethyl-undecyl)-2-imidazoline). Yield: 99.7%. As a reaction SMILES: [OH:1][CH2:2][CH2:3][N:4]1[CH2:8][CH2:7][N:6]=[C:5]1[CH2:9][CH2:10][CH2:11][CH2:12][CH2:13][CH2:14][CH2:15][CH2:16][CH2:17][CH2:18][CH3:19].[C:20]([O:24][CH2:25][CH3:26])(=[O:23])[CH:21]=[CH2:22]>>[OH:1][CH2:2][CH2:3][N:4]1[CH2:8][CH2:7][N:6]=[C:5]1[CH:9]([CH:21]([C:20]([O:24][CH2:25][CH3:26])=[O:23])[CH3:22])[CH2:10][CH2:11][CH2:12][CH2:13][CH2:14][CH2:15][CH2:16][CH2:17][CH2:18][CH3:19]. Procedure: Fifty-three and seven tenths g (53.7 g, 0.2 mol) of 1-(2-hydroxyethyl)-2-undecyl-2-imidazoline was melted, and 60 g (0.6 mol) of ethyl acrylate was added. The mixture was reacted at a temperature of 60°-65° C. for 4 hr. in a substantially anhydrous condition. After the reaction, the excess ethyl acrylate was removed by vacuum-topping the reaction mixture at a temperature of 30°-40° C. Seventy-three and a half g (73.5 g) of 1-(2-hydroxyethyl)-2-(α-ethoxycarbonylethyl-undecyl)-2-imidazoline was ob... Reactants: CCOC(C)=O, CS(C)=O, CCN(C(C)C)C(C)C, Clc1nc(Cl)c2cc[nH]c2n1, CC1(C)Oc2ccc(N)cc2NC1=O. Product: CC1(C)Oc2ccc(Nc3nc(Cl)nc4[nH]ccc34)cc2NC1=O. RXN SMILES: [CH2:39]([O:40][C:41](=[O:42])[CH3:43])[CH3:44].[CH3:35][S:36]([CH3:37])=[O:38].[CH:12]([N:13]([CH2:14][CH3:15])[CH:16]([CH3:17])[CH3:18])([CH3:19])[CH3:20].[Cl:1][c:2]1[n:3][c:4]([Cl:11])[c:5]2[c:6]([n:7]1)[nH:8][cH:9][cH:10]2.[NH2:21][c:22]1[cH:23][c:24]2[c:25]([cH:33][cH:34]1)[O:26][C:27]([CH3:31])([CH3:32])[C:28](=[O:30])[NH:29]2>>[Cl:1][c:2]1[n:3][c:4]([NH:21][c:22]2[cH:23][c:24]3[c:25]([cH:33][cH:34]2)[O:26][C:27]([CH3:31])([CH3:32])[C:28](=[O:30])[NH:29]3)[c:5]2[c:6]([n:7]1)[nH:8][cH:9][cH:10]2.